Dataset: the Open Reaction Database (ORD), a public repository of structured organic reaction records. Task: describe an organic reaction: reactants, conditions, products, and yield Reactants: C1(=CC=CC=C1)NC(=S)N (PHENYLTHIOUREA), COC(N(C)C)OC (DIMETHYL FORMAMIDE DIMETHYLACETAL). The product is CN(C=NC(NC1=CC=CC=C1)=S)C (N,N-Dimethyl-N'-Phenylthiocarbamyl formamidine). RXN SMILES: [C:1]1([NH:7][C:8]([NH2:10])=[S:9])[CH:6]=[CH:5][CH:4]=[CH:3][CH:2]=1.CO[CH:13](OC)[N:14]([CH3:16])[CH3:15]>>[CH3:13][N:14]([CH3:16])[CH:15]=[N:10][C:8](=[S:9])[NH:7][C:1]1[CH:6]=[CH:5][CH:4]=[CH:3][CH:2]=1. Procedure details: 6.1 G. PHENYLTHIOUREA AND 4.3 G. DIMETHYL FORMAMIDE DIMETHYLACETAL WERE SUSPENDED IN 100 ML. OF BENZENE WITH ~ 100 MG OF P-TOLUENE SULFURIC ACID AND THE MIXTURE DISTILLED THROUGH A 6 PLATE DISTILLING COLUMN. The methanol-benzene azeotrope, bp 57°C, came off rapidly. After the bp rose to 80°C, the mixture was cooled and the product crystallized from the benzene. The yield was 6.3 g of solid m.p. 131°-138°C which was triturated with ether to give 6 g m.p. 139°-143°C. Reactants: CCOCC, CC1(C)Cc2nn(C3CCCC3)c(OS(=O)(=O)C(F)(F)F)c2CC(C)(C)N1, Cl, OB(O)c1ccc(F)cc1. The product is CC1(C)Cc2nn(C3CCCC3)c(-c3ccc(F)cc3)c2CC(C)(C)N1, Cl. RXN SMILES: [CH3:39][CH2:40][O:41][CH2:42][CH3:43].[CH:1]1([n:6]2[n:7][c:8]3[c:14]([c:15]2[O:16][S:17]([C:18]([F:19])([F:20])[F:21])(=[O:22])=[O:23])[CH2:13][C:12]([CH3:24])([CH3:25])[NH:11][C:10]([CH3:26])([CH3:27])[CH2:9]3)[CH2:2][CH2:3][CH2:4][CH2:5]1.[ClH:38].[OH:28][B:29]([OH:30])[c:31]1[cH:32][cH:33][c:34]([F:35])[cH:36][cH:37]1>>[CH:1]1([n:6]2[n:7][c:8]3[c:14]([c:15]2-[c:31]2[cH:32][cH:33][c:34]([F:35])[cH:36][cH:37]2)[CH2:13][C:12]([CH3:24])([CH3:25])[NH:11][C:10]([CH3:26])([CH3:27])[CH2:9]3)[CH2:2][CH2:3][CH2:4][CH2:5]1.[ClH:38]. Starting materials: O=C([O-])[O-], CCCS(=O)(=O)Cl, ClCCl, CC[N+](CC)(CC)Cc1ccccc1, [Cl-], CCn1ncc(C(=O)c2ccc3c(c2C)C(Cl)C(Cl)CS3(=O)=O)c1O, [K+], [K+], O. Product: CCCS(=O)(=O)Oc1c(C(=O)c2ccc3c(c2C)C(Cl)C(Cl)CS3(=O)=O)cnn1CC. RXN SMILES: [C:26](=[O:27])([O-:28])[O-:29].[CH2:32]([CH2:33][CH3:34])[S:35](=[O:36])(=[O:37])[Cl:38].[CH2:39]([Cl:40])[Cl:41].[CH2:44]([N+:45]([CH2:46][CH3:47])([CH2:48][CH3:49])[CH2:50][CH3:51])[c:52]1[cH:53][cH:54][cH:55][cH:56][cH:57]1.[Cl-:43].[Cl:1][CH:2]1[CH2:3][S:4](=[O:24])(=[O:25])[c:5]2[cH:6][cH:7][c:8]([C:14](=[O:15])[c:16]3[cH:17][n:18][n:19]([CH2:22][CH3:23])[c:20]3[OH:21])[c:9]([CH3:13])[c:10]2[CH:11]1[Cl:12].[K+:30].[K+:31].[OH2:42]>>[Cl:1][CH:2]1[CH2:3][S:4](=[O:24])(=[O:25])[c:5]2[cH:6][cH:7][c:8]([C:14](=[O:15])[c:16]3[cH:17][n:18][n:19]([CH2:22][CH3:23])[c:20]3[O:21][S:35]([CH2:32][CH2:33][CH3:34])(=[O:36])=[O:37])[c:9]([CH3:13])[c:10]2[CH:11]1[Cl:12]. Reactants: C(C1=CC=CC=C1)/C(/C(=O)OC)=C\C1=C(N=C(N1CC1=CC=C(C=C1)C1=C(C(C1=O)=O)OC(C)C)CCCC)Cl ((E)-methyl 2-benzyl-3-[2-butyl-4-chloro-1-[4-(2-isopropoxy-3,4-dioxocyclobut-1-en-1-yl)benzyl]-1H-imidazol-5-yl ]propenoate). The solvent is C(C)(=O)O (acetic acid). Conditions: time 1 hour. The product is C(C1=CC=CC=C1)/C(/C(=O)O)=C\C1=C(N=C(N1CC1=CC=C(C=C1)C1=C(C(C1=O)=O)O)CCCC)Cl ((E)-2-benzyl-3-[2-butyl-4-chloro-1-[4-(2-hydroxy-3,4-dioxocyclobut-1 -en-1-yl)benzyl]-1H-imidazol-5-yl]propenoic acid). Reaction SMILES: [CH2:1](/[C:8](=[CH:13]\[C:14]1[N:18]([CH2:19][C:20]2[CH:25]=[CH:24][C:23]([C:26]3[C:29](=[O:30])[C:28](=[O:31])[C:27]=3[O:32]C(C)C)=[CH:22][CH:21]=2)[C:17]([CH2:36][CH2:37][CH2:38][CH3:39])=[N:16][C:15]=1[Cl:40])/[C:9]([O:11]C)=[O:10])[C:2]1[CH:7]=[CH:6][CH:5]=[CH:4][CH:3]=1>C(O)(=O)C>[CH2:1](/[C:8](=[CH:13]\[C:14]1[N:18]([CH2:19][C:20]2[CH:25]=[CH:24][C:23]([C:26]3[C:27](=[O:32])[C:28](=[O:31])[C:29]=3[OH:30])=[CH:22][CH:21]=2)[C:17]([CH2:36][CH2:37][CH2:38][CH3:39])=[N:16][C:15]=1[Cl:40])/[C:9]([OH:11])=[O:10])[C:2]1[CH:7]=[CH:6][CH:5]=[CH:4][CH:3]=1. Reported procedure: A mixture of (E)-methyl 2-benzyl-3-[2-butyl-4-chloro-1-[4-(2-isopropoxy-3,4-dioxocyclobut-1-en-1-yl)benzyl]-1H-imidazol-5-yl ]propenoate (1.2 g; preparable as described in Example 30(d)) and aqueous acetic acid (50%; 20 ml) was heated at 95°-100° C. for 6 hours. The solvents were evaporated under reduced pressure and the residue obtained was triturated with diethyl ether (2 ×20 ml). The resulting solid was dissolved in industrial methylated spirit (20 ml). Aqueous sodium hydroxide solution (0.5M... Reactants: N#Cc1ccc(CCCCCCBr)cc1, Cc1cc(C)on1, [Li]. Product: Cc1cc(CCCCCCCc2ccc(C#N)cc2)on1. RXN SMILES: [Br:1][CH2:2][CH2:3][CH2:4][CH2:5][CH2:6][CH2:7][c:8]1[cH:9][cH:10][c:11]([C:12]#[N:13])[cH:14][cH:15]1.[CH3:17][c:18]1[n:19][o:20][c:21]([CH3:23])[cH:22]1.[Li:16]>>[CH2:2]([CH2:3][CH2:4][CH2:5][CH2:6][CH2:7][c:8]1[cH:9][cH:10][c:11]([C:12]#[N:13])[cH:14][cH:15]1)[CH2:23][c:21]1[o:20][n:19][c:18]([CH3:17])[cH:22]1. Starting materials: CC(C)CCBr, O=C([O-])[O-], CN(C)C=O, O=C(c1c[nH]c2cc(Cl)ccc12)C(F)(F)F, [K+], [K+]. Product: CC(C)CCn1cc(C(=O)C(F)(F)F)c2ccc(Cl)cc21. Reaction SMILES: [Br:23][CH2:24][CH2:25][CH:26]([CH3:27])[CH3:28].[C:17](=[O:18])([O-:19])[O-:20].[CH3:29][N:30]([CH3:31])[CH:32]=[O:33].[Cl:1][c:2]1[cH:3][cH:4][c:5]2[c:6]([C:11]([C:12]([F:13])([F:14])[F:15])=[O:16])[cH:7][nH:8][c:9]2[cH:10]1.[K+:21].[K+:22]>>[Cl:1][c:2]1[cH:3][cH:4][c:5]2[c:6]([C:11]([C:12]([F:13])([F:14])[F:15])=[O:16])[cH:7][n:8]([CH2:24][CH2:25][CH:26]([CH3:27])[CH3:28])[c:9]2[cH:10]1. The reactants are CO, Cl, [Na+], C1CCOC1, [OH-], O, COC(=O)C(O)c1ccc(C(F)(F)F)c(NC(=O)c2c(C)cc(OCC3CN(C)c4ccccc4O3)cc2C)c1. Product: Cc1cc(OCC2CN(C)c3ccccc3O2)cc(C)c1C(=O)Nc1cc(C(O)C(=O)O)ccc1C(F)(F)F. RXN SMILES: [CH3:50][OH:51].[ClH:48].[Na+:47].[O:41]1[CH2:42][CH2:43][CH2:44][CH2:45]1.[OH-:46].[OH2:49].[OH:1][CH:2]([C:3](=[O:4])[O:5][CH3:6])[c:7]1[cH:8][c:9]([NH:17][C:18]([c:19]2[c:20]([CH3:39])[cH:21][c:22]([O:26][CH2:27][CH:28]3[O:29][c:30]4[c:31]([cH:35][cH:36][cH:37][cH:38]4)[N:32]([CH3:34])[CH2:33]3)[cH:23][c:24]2[CH3:25])=[O:40])[c:10]([C:13]([F:14])([F:15])[F:16])[cH:11][cH:12]1>>[OH:1][CH:2]([C:3](=[O:4])[OH:5])[c:7]1[cH:8][c:9]([NH:17][C:18]([c:19]2[c:20]([CH3:39])[cH:21][c:22]([O:26][CH2:27][CH:28]3[O:29][c:30]4[c:31]([cH:35][cH:36][cH:37][cH:38]4)[N:32]([CH3:34])[CH2:33]3)[cH:23][c:24]2[CH3:25])=[O:40])[c:10]([C:13]([F:14])([F:15])[F:16])[cH:11][cH:12]1. Starting materials: CN(C)CCCl, CCCCCC, Cl, [H-], [I-], [K+], [Na+], CN(C)C=O, O=C1CN=C(c2ccccc2)c2ccccc2N1. The product is CN(C)CCN1C(=O)CN=C(c2ccccc2)c2ccccc21. Reaction SMILES: [CH3:22][N:23]([CH2:24][CH2:25][Cl:26])[CH3:27].[CH3:35][CH2:36][CH2:37][CH2:38][CH2:39][CH3:40].[ClH:21].[H-:19].[I-:29].[K+:28].[Na+:20].[O:30]=[CH:31][N:32]([CH3:33])[CH3:34].[c:1]1([C:7]2=[N:8][CH2:9][C:10](=[O:18])[NH:11][c:12]3[c:13]2[cH:14][cH:15][cH:16][cH:17]3)[cH:2][cH:3][cH:4][cH:5][cH:6]1>>[c:1]1([C:7]2=[N:8][CH2:9][C:10](=[O:18])[N:11]([CH2:25][CH2:24][N:23]([CH3:22])[CH3:27])[c:12]3[c:13]2[cH:14][cH:15][cH:16][cH:17]3)[cH:2][cH:3][cH:4][cH:5][cH:6]1.